This data is from the Open Reaction Database (ORD), a public repository of structured organic reaction records. The task is: describe an organic reaction: reactants, conditions, products, and yield Reaction conditions: time 3 hour. Procedure details: Diisobutylaluminum hydride (4.6 ml, 4.62 mmol; 1 M in CH2Cl2) was added at −65° C. to a solution of 13-carboxymethyl-dibenzo(a,c)fluorene (0.5 g, 1.54 mmol) in dichloromethane (10 ml). The reaction mixture was stirred for 3 h and the temperature maintained between −50° C. and −40° C. A white precipitate was obtained. The reaction mixture was treated with a mixture of acetic acid and water (1:1; 30 ml) and extracted with dichloromethane (3×60 ml). The organic layer was washed with saturated bicar... The product is OCC1C2=CC=CC=C2C=2C3=C(C4=C(C12)C=CC=C4)C=CC=C3 (13-Hydroxymethyldibenzo(a,c)fluorene). Reaction SMILES: [H-].C([Al+]CC(C)C)C(C)C.C(C[CH:15]1[C:27]2[C:26]3[CH:28]=[CH:29][CH:30]=[CH:31][C:25]=3[C:24]3[CH:32]=[CH:33][CH:34]=[CH:35][C:23]=3[C:22]=2[C:21]2[C:16]1=[CH:17][CH:18]=[CH:19][CH:20]=2)(O)=O.[C:36](O)(=[O:38])C.O>ClCCl>[OH:38][CH2:36][CH:22]1[C:27]2[C:26]3[CH:25]=[CH:31][CH:30]=[CH:29][C:28]=3[C:21]3[CH:20]=[CH:19][CH:18]=[CH:17][C:16]=3[C:15]=2[C:35]2[C:23]1=[CH:24][CH:32]=[CH:33][CH:34]=2 |f:0.1|. Run in ClCCl (dichloromethane). Starting materials: [H-].C(C(C)C)[Al+]CC(C)C (Diisobutylaluminum hydride), C(=O)(O)CC1C2=CC=CC=C2C=2C3=C(C4=C(C12)C=CC=C4)C=CC=C3 (13-carboxymethyl-dibenzo(a,c)fluorene), C(C)(=O)O (acetic acid), O (water). Isolated yield 10.0%. Reactants: NCC1(CCCC2=C(C(=CC=C12)OC)OC)O (1-aminomethyl-5,6-dimethoxy-1-hydroxy-1,2,3,4-tetrahydronaphthalene), acid chloride, ClC1=CC(=C(OCC(=O)O)C(=C1)OC)OC (4-chloro-2,6-dimethoxyphenoxy acetic acid), amide, B#B (diborane), Cl (HCl). Yields the product Cl.ClC1=CC(=C(OCCNCC2=CCCC3=C(C(=CC=C23)OC)OC)C(=C1)OC)OC (1-[2(4-chloro-2,6-dimethoxyphenoxy)ethylaminomethyl]-5,6dimethoxy-3,4-dihydronaphthalene HCl). As a reaction SMILES: [NH2:1][CH2:2][C:3]1(O)[C:12]2[C:7](=[C:8]([O:15][CH3:16])[C:9]([O:13][CH3:14])=[CH:10][CH:11]=2)[CH2:6][CH2:5][CH2:4]1.[Cl:18][C:19]1[CH:29]=[C:28]([O:30][CH3:31])[C:22]([O:23][CH2:24][C:25](O)=O)=[C:21]([O:32][CH3:33])[CH:20]=1.B#B.Cl>>[ClH:18].[Cl:18][C:19]1[CH:29]=[C:28]([O:30][CH3:31])[C:22]([O:23][CH2:24][CH2:25][NH:1][CH2:2][C:3]2[C:12]3[C:7](=[C:8]([O:15][CH3:16])[C:9]([O:13][CH3:14])=[CH:10][CH:11]=3)[CH2:6][CH2:5][CH:4]=2)=[C:21]([O:32][CH3:33])[CH:20]=1 |f:4.5|. Procedure details: 1-aminomethyl-5,6-dimethoxy-1-hydroxy-1,2,3,4-tetrahydronaphthalene is reacted with the acid chloride of 4-chloro-2,6-dimethoxyphenoxy acetic acid. The resulting amide is reduced with diborane and dehydrated with HCl as described in Example 30 to obtain 1-[2(4-chloro-2,6-dimethoxyphenoxy)ethylaminomethyl]-5,6dimethoxy-3,4-dihydronaphthalene HCl. Starting materials: O.CO (water methanol), [OH-].[K+] (potassium hydroxide), C(CC(=O)C)(=O)OC (methyl acetoacetate), NC1=C(N)C=CC=C1 (2-aminoaniline). Solvent: C=1(C(=CC=CC1)C)C (xylene), C=1(C(=CC=CC1)C)C (xylene). Run at temperature 120 celsius. Product: C(=C)(C)N1C(NC2=C1C=CC=C2)=O (3-Isopropenyl-2(3H)-benzimidazolone). As a reaction SMILES: [OH-:1].[K+].C(OC)(=O)[CH2:4][C:5]([CH3:7])=O.[NH2:11][C:12]1[CH:18]=[CH:17][CH:16]=[CH:15][C:13]=1[NH2:14].O.[CH3:20]O>C1(C)C(C)=CC=CC=1>[C:5]([N:11]1[C:12]2[CH:18]=[CH:17][CH:16]=[CH:15][C:13]=2[NH:14][C:20]1=[O:1])([CH3:7])=[CH2:4] |f:0.1,4.5|. Procedure details: 1 ml of a 47% potassium hydroxide solution and then 530 mmol of methyl acetoacetate in solution in 20 ml of xylene are added to 500 mmol of 2-aminoaniline in 150 ml of xylene heated to 120° C. The whole mixture is heated and the water/methanol mixture formed is removed by means of a Dean and Stark apparatus. The whole mixture is then brought to reflux for 3 hours. After cooling to 40° C., 83 ml of 47% potassium hydroxide and 55 ml of water are added. The alkaline aqueous phase is neutralized wit... Reactants: C=CCBr, COc1ccc(-c2n[nH]c3c(C(F)(F)F)cccc23)c(OC)c1, [H-], [Na+], CN(C)C=O. Product: C=CCn1nc2c(C(F)(F)F)cccc2c1-c1ccc(OC)cc1OC. RXN SMILES: [CH2:26]([CH:27]=[CH2:28])[Br:29].[CH3:3][O:4][c:5]1[c:6](-[c:13]2[n:14][nH:15][c:16]3[c:17]([C:22]([F:23])([F:24])[F:25])[cH:18][cH:19][cH:20][c:21]23)[cH:7][cH:8][c:9]([O:11][CH3:12])[cH:10]1.[H-:1].[Na+:2].[O:30]=[CH:31][N:32]([CH3:33])[CH3:34]>>[CH3:3][O:4][c:5]1[c:6](-[c:13]2[n:14]([CH2:28][CH:27]=[CH2:26])[n:15][c:16]3[c:17]([C:22]([F:23])([F:24])[F:25])[cH:18][cH:19][cH:20][c:21]23)[cH:7][cH:8][c:9]([O:11][CH3:12])[cH:10]1.